From a dataset of the Open Reaction Database (ORD), a public repository of structured organic reaction records. describe an organic reaction: reactants, conditions, products, and yield Starting materials: C1(=CC=CC=C1)O (Phenol), [O-]CC.[Na+] (sodium ethoxide), BrCCC(C)C (1-bromo-3-methylbutane). Solvent: C(C)O (ethanol). Yields the product C(CC(C)C)OC1=CC=CC=C1 (iso-Pentyloxybenzene). Reaction SMILES: [C:1]1([OH:7])[CH:6]=[CH:5][CH:4]=[CH:3][CH:2]=1.[O-]CC.[Na+].Br[CH2:13][CH2:14][CH:15]([CH3:17])[CH3:16]>C(O)C>[CH2:13]([O:7][C:1]1[CH:6]=[CH:5][CH:4]=[CH:3][CH:2]=1)[CH2:14][CH:15]([CH3:17])[CH3:16] |f:1.2|. Procedure: Phenol (0.5 mole) was added to a solution of sodium ethoxide in ethanol (2 N; 250 ml) and 1-bromo-3-methylbutane (0.5 mole) was added dropwise while stirring. The mixture was heated under reflux for three hours and most of the solvent was then distilled off. Water was added to the residue and the organic layer was separated, washed twice with 10% aqueous NaOH, water, dilute H2SO4 and water, and was then dried over MgSO4. It was distilled in vacuo to give the title compound, b.p. 89°-92° C. at 14... The reactants are C(C(=O)Cl)(=O)Cl (oxalyl chloride), FC1(C(=CC=CC1)C1=CC=CC=C1)C(C(=O)O)C (2-fluoro-α-methyl-biphenylacetic acid). The reagents and catalysts are CN(C=O)C (dimethylformamide). Solvent: C(Cl)Cl (methylene chloride), C(Cl)Cl (methylene chloride). Reaction conditions: temperature 0 celsius, time 8 hour. The product is FC1(C(=CC=CC1)C1=CC=CC=C1)C(C(=O)Cl)C (2-Fluoro-α-methyl-biphenylacetic acid chloride). As a reaction SMILES: C(Cl)(=O)C([Cl:4])=O.[F:7][C:8]1([CH:20]([CH3:24])[C:21](O)=[O:22])[CH2:13][CH:12]=[CH:11][CH:10]=[C:9]1[C:14]1[CH:19]=[CH:18][CH:17]=[CH:16][CH:15]=1>CN(C)C=O.C(Cl)Cl>[F:7][C:8]1([CH:20]([CH3:24])[C:21]([Cl:4])=[O:22])[CH2:13][CH:12]=[CH:11][CH:10]=[C:9]1[C:14]1[CH:19]=[CH:18][CH:17]=[CH:16][CH:15]=1. Procedure: Under a nitrogen atmosphere, oxalyl chloride (3.8 g, 30 mmol) was combined with methylene chloride (30 mL). The resulting mixture was cooled to 0° C. and dimethylformamide (10 drops) was added. After 5 minutes of stirring a solution of 2-fluoro-α-methyl-biphenylacetic acid (3.0 g, 12 mmol) in methylene chloride (30 mL) was added dropwise over a 30 minute period. The reaction mixture was allowed to warm to room temperature and stirred overnight. The solvent was evaporated to give the product in a... Starting materials: CCCS(=O)(=O)Cl, CN(C)c1ccncc1, CCCS(=O)(=O)N(CCO)C1CC1, ClCCl. Yields the product CCCS(=O)(=O)OCCN(C1CC1)S(=O)(=O)CCC. RXN SMILES: [CH2:14]([CH2:15][CH3:16])[S:17](=[O:18])(=[O:19])[Cl:20].[CH3:24][N:25]([c:26]1[cH:27][cH:28][n:29][cH:30][cH:31]1)[CH3:32].[CH:1]1([N:4]([S:5](=[O:6])(=[O:7])[CH2:8][CH2:9][CH3:10])[CH2:11][CH2:12][OH:13])[CH2:2][CH2:3]1.[Cl:21][CH2:22][Cl:23]>>[CH:1]1([N:4]([S:5](=[O:6])(=[O:7])[CH2:8][CH2:9][CH3:10])[CH2:11][CH2:12][O:13][S:17]([CH2:14][CH2:15][CH3:16])(=[O:18])=[O:19])[CH2:2][CH2:3]1.